Dataset: the Open Reaction Database (ORD), a public repository of structured organic reaction records. Task: describe an organic reaction: reactants, conditions, products, and yield Procedure: 2-Fluoro-4-{[1-(3-trifluoromethyl-benzenesulfonyl)-2,3-dihydro-1H-indole-6-carbonyl]-amino}benzoic acid, m/z (ES+): 509.2 (M+H+.), was prepared in analogy to example 9, steps 1 to 5. Step 4 was performed using 3-trifluoromethyl-benzenesulfonyl chloride and yielded 2-fluoro-4-{[1-(3-trifluoromethyl-benzenesulfonyl)-2,3-dihydro-1H-indole-6-carbonyl]-amino}-benzoic acid ethyl ester, which was hydrolyzed in step 5. RXN SMILES: [F:1][C:2]1[CH:10]=[C:9]([NH:11][C:12]([C:14]2[CH:22]=[C:21]3[C:17]([CH2:18][CH2:19][N:20]3[S:23]([C:26]3[CH:31]=[CH:30][CH:29]=[C:28]([C:32]([F:35])([F:34])[F:33])[CH:27]=3)(=[O:25])=[O:24])=[CH:16][CH:15]=2)=[O:13])[CH:8]=[CH:7][C:3]=1[C:4]([OH:6])=[O:5].F[C:37](F)(F)[C:38]1C=C(S(Cl)(=O)=O)C=CC=1>>[CH2:37]([O:5][C:4](=[O:6])[C:3]1[CH:7]=[CH:8][C:9]([NH:11][C:12]([C:14]2[CH:22]=[C:21]3[C:17]([CH2:18][CH2:19][N:20]3[S:23]([C:26]3[CH:31]=[CH:30][CH:29]=[C:28]([C:32]([F:33])([F:35])[F:34])[CH:27]=3)(=[O:25])=[O:24])=[CH:16][CH:15]=2)=[O:13])=[CH:10][C:2]=1[F:1])[CH3:38]. The product is C(C)OC(C1=C(C=C(C=C1)NC(=O)C1=CC=C2CCN(C2=C1)S(=O)(=O)C1=CC(=CC=C1)C(F)(F)F)F)=O (2-fluoro-4-{[1-(3-trifluoromethyl-benzenesulfonyl)-2,3-dihydro-1H-indole-6-carbonyl]-amino}-benzoic acid ethyl ester). Reactants: FC1=C(C(=O)O)C=CC(=C1)NC(=O)C1=CC=C2CCN(C2=C1)S(=O)(=O)C1=CC(=CC=C1)C(F)(F)F (2-Fluoro-4-{[1-(3-trifluoromethyl-benzenesulfonyl)-2,3-dihydro-1H-indole-6-carbonyl]-amino}benzoic acid), FC(C=1C=C(C=CC1)S(=O)(=O)Cl)(F)F (3-trifluoromethyl-benzenesulfonyl chloride). Reactants: CC(C)(C)OC(=O)Nc1cccc(C(=O)O)c1, NCCC(=O)OCc1ccccc1, C1CCOC1, CN1CCOCC1, COc1nc(Cl)nc(OC)n1, Cc1ccc(S(=O)(=O)O)cc1. Yields the product CC(C)(C)OC(=O)Nc1cccc(C(=O)NCCC(=O)OCc2ccccc2)c1. RXN SMILES: [C:1]([CH3:2])([CH3:3])([CH3:4])[O:5][C:6](=[O:7])[NH:8][c:9]1[cH:10][c:11]([C:12](=[O:13])[OH:14])[cH:15][cH:16][cH:17]1.[CH2:47]([c:48]1[cH:49][cH:50][cH:51][cH:52][cH:53]1)[O:54][C:55]([CH2:56][CH2:57][NH2:58])=[O:59].[CH2:60]1[O:61][CH2:62][CH2:63][CH2:64]1.[CH3:29][N:30]1[CH2:31][CH2:32][O:33][CH2:34][CH2:35]1.[Cl:18][c:19]1[n:20][c:21]([O:22][CH3:23])[n:24][c:25]([O:26][CH3:27])[n:28]1.[c:36]1([CH3:37])[cH:38][cH:39][c:40]([S:41]([OH:42])(=[O:43])=[O:44])[cH:45][cH:46]1>>[C:1]([CH3:2])([CH3:3])([CH3:4])[O:5][C:6](=[O:7])[NH:8][c:9]1[cH:10][c:11]([C:12](=[O:14])[NH:58][CH2:57][CH2:56][C:55]([O:54][CH2:47][c:48]2[cH:49][cH:50][cH:51][cH:52][cH:53]2)=[O:59])[cH:15][cH:16][cH:17]1. Starting materials: C1(=CC=CC2=CC=CC=C12)OCC(=O)N[C@@H](C(C)C)C(=O)NC(CC(=O)OC(C)(C)C)C(CF)O ((3RS,4RS)-3-[N-((1-naphthyloxy)acetyl)valinyl]amino-5-fluoro-4-hydroxypentanoic acid, tert-butyl ester), C[N+]1(CCOCC1)[O-] (N-methylmorpholine N-oxide). The reagents and catalysts are [Ru](=O)(=O)(=O)[O-].C(CC)[N+](CCC)(CCC)CCC (tetra(n-propyl)ammonium perruthenate). Run in C(Cl)Cl (CH2Cl2). Run at time 20 minute. Yields the product C1(=CC=CC2=CC=CC=C12)OCC(=O)N[C@@H](C(C)C)C(=O)NC(CC(=O)OC(C)(C)C)C(CF)=O ((3RS)-3-[N-((1-Naphthyloxy)Acetyl)Valinyl]Amino-5-Fluoro-4-Oxopentanoic Acid, tert-Butyl Ester). Yield: 80.6%. RXN SMILES: [C:1]1([O:11][CH2:12][C:13]([NH:15][C@H:16]([C:20]([NH:22][CH:23]([CH:32]([OH:35])[CH2:33][F:34])[CH2:24][C:25]([O:27][C:28]([CH3:31])([CH3:30])[CH3:29])=[O:26])=[O:21])[CH:17]([CH3:19])[CH3:18])=[O:14])[C:10]2[C:5](=[CH:6][CH:7]=[CH:8][CH:9]=2)[CH:4]=[CH:3][CH:2]=1.C[N+]1([O-])CCOCC1>C(Cl)Cl.[Ru]([O-])(=O)(=O)=O.C([N+](CCC)(CCC)CCC)CC>[C:1]1([O:11][CH2:12][C:13]([NH:15][C@H:16]([C:20]([NH:22][CH:23]([C:32](=[O:35])[CH2:33][F:34])[CH2:24][C:25]([O:27][C:28]([CH3:29])([CH3:31])[CH3:30])=[O:26])=[O:21])[CH:17]([CH3:18])[CH3:19])=[O:14])[C:10]2[C:5](=[CH:6][CH:7]=[CH:8][CH:9]=2)[CH:4]=[CH:3][CH:2]=1 |f:3.4|. Reported procedure: To a solution of (3RS,4RS)-3-[N-((1-naphthyloxy)acetyl)valinyl]amino-5-fluoro-4-hydroxypentanoic acid, tert-butyl ester (0.163 g, 0.315 mmol) and N-methylmorpholine N-oxide (0.144 g, 0.98 mmol) in CH2Cl2 (5.0 mL) at room temperature was added activated 4 Å molecular sieves. After stirring at room temperature for 20 min, the mixture was treated with tetra(n-propyl)ammonium perruthenate (0.011 g). After stirring at room temperature for 3.5 hrs, the mixture through Celite and evaporated to dryness.... Starting materials: [H-].[H-].[H-].[H-].[Li+].[Al+3] (LiAlH4), NC=1C=NC=CC1N1CCC(CC1)N(C(OC(C)(C)C)=O)C (tert-butyl N-[1-(3-amino-4-pyridyl)-4-piperidyl]-N-methyl-carbamate). Run in C1CCOC1 (THF). Conditions: temperature 50 celsius, time 3 hour. Product: CN(C1CCN(CC1)C1=C(C=NC=C1)N)C (4-(4-(dimethylamino)piperidin-1-yl)pyridin-3-amine). Reaction SMILES: [H-].[H-].[H-].[H-].[Li+].[Al+3].[NH2:7][C:8]1[CH:9]=[N:10][CH:11]=[CH:12][C:13]=1[N:14]1[CH2:19][CH2:18][CH:17]([N:20]([CH3:28])[C:21](=O)OC(C)(C)C)[CH2:16][CH2:15]1>C1COCC1>[CH3:21][N:20]([CH3:28])[CH:17]1[CH2:16][CH2:15][N:14]([C:13]2[CH:12]=[CH:11][N:10]=[CH:9][C:8]=2[NH2:7])[CH2:19][CH2:18]1 |f:0.1.2.3.4.5|. Reported procedure: A solution of LiAlH4 (49.57 mg, 1.306 mmol) was added dropwise to a solution of tert-butyl N-[1-(3-amino-4-pyridyl)-4-piperidyl]-N-methyl-carbamate (100 mg, 0.3264 mmol) in THF at room temp. The reaction was stirred at 50° C. for 3 h, then at room temperature, the reaction mixture was quenched by the dropwise addition of wet THF. The reaction mixture was partitioned between 1N NaOH (50 mL) and diethyl ether (50 mL). The combined organics was dried (MgSO4) and evaporated to leave 4-(4-(dimethylam... Starting materials: BrCc1ccccc1, C1CCOC1, [H-], [Na+], O=C(O)CO. Yields the product O=C(CO)OCc1ccccc1. As a reaction SMILES: [Br:8][CH2:9][c:10]1[cH:11][cH:12][cH:13][cH:14][cH:15]1.[CH2:16]1[O:17][CH2:18][CH2:19][CH2:20]1.[H-:2].[Na+:1].[OH:3][CH2:4][C:5]([OH:6])=[O:7]>>[OH:3][CH2:4][C:5]([O:6][CH2:9][c:10]1[cH:11][cH:12][cH:13][cH:14][cH:15]1)=[O:7]. Reactants: C(C)(C)(C)OC(NCCN(CCC1=CC(=C(C=C1)F)F)C(CBr)=O)=O (2-[(bromoacetyl)(2-(3,4-difluorophenyl)ethyl)amino]ethyl carbamic acid tert-butyl ester), C(=O)([O-])[O-].[K+].[K+] (K2CO3), FC(C(=O)O)(F)F (trifluoroacetic acid), C(Cl)Cl (CH2Cl2). The solvent is CCO (EtOH). The product is FC=1C=C(C=CC1F)CCN1C(CNCC1)=O (1-[2-(3,4-Difluorophenyl)ethyl]piperazin-2-one). The yield is 91.6%. Reaction SMILES: C(OC(=O)[NH:7][CH2:8][CH2:9][N:10]([C:21](=[O:24])[CH2:22]Br)[CH2:11][CH2:12][C:13]1[CH:18]=[CH:17][C:16]([F:19])=[C:15]([F:20])[CH:14]=1)(C)(C)C.FC(F)(F)C(O)=O.C(Cl)Cl.C([O-])([O-])=O.[K+].[K+]>CCO>[F:20][C:15]1[CH:14]=[C:13]([CH2:12][CH2:11][N:10]2[CH2:9][CH2:8][NH:7][CH2:22][C:21]2=[O:24])[CH:18]=[CH:17][C:16]=1[F:19] |f:3.4.5|. Procedure details: In the same way as that described in Example 2, Step 3 using 2-[(bromoacetyl)(2-(3,4-difluorophenyl)ethyl)amino]ethyl carbamic acid tert-butyl ester (549 mg, 1.3 mmol), trifluoroacetic acid (2.5 mL) and CH2Cl2 (25 mL), followed by K2CO3 (0.36 g, 2.6 mmol) and EtOH (50 mL). The piperazinone (286 mg, 91%) was isolated as a yellow oil. 1H NMR (250 MHz, CDCl3) δ 2.85 (2H, t, J=7.3Hz), 2.99-3.03 (2H, m), 3.17-3.21 (2H, m), 3.52 (2H, s), 3.56 (2H, t, J=7.3Hz), 6.90-7.16 (3H, m). MS (ES+) (241, M+1).